describe an organic reaction: reactants, conditions, products, and yield From a dataset of the Open Reaction Database (ORD), a public repository of structured organic reaction records. Reactants: O=C([O-])O, COCCOC, OB(O)c1ccc(Cl)cc1, COc1cc(-c2cnc(N)c3c(Br)csc23)cc(OC)c1OC, [Na+], c1ccc(P(c2ccccc2)(c2ccccc2)[Pd](P(c2ccccc2)(c2ccccc2)c2ccccc2)(P(c2ccccc2)(c2ccccc2)c2ccccc2)P(c2ccccc2)(c2ccccc2)c2ccccc2)cc1. Yields the product COc1cc(-c2cnc(N)c3c(-c4ccc(Cl)cc4)csc23)cc(OC)c1OC. Reaction SMILES: [C:34](=[O:35])([OH:36])[O-:37].[CH3:39][O:40][CH2:41][CH2:42][O:43][CH3:44].[Cl:24][c:25]1[cH:26][cH:27][c:28]([B:31]([OH:32])[OH:33])[cH:29][cH:30]1.[NH2:1][c:2]1[n:3][cH:4][c:5](-[c:12]2[cH:13][c:14]([O:22][CH3:23])[c:15]([O:20][CH3:21])[c:16]([O:18][CH3:19])[cH:17]2)[c:6]2[c:7]1[c:8]([Br:11])[cH:9][s:10]2.[Na+:38].[cH:45]1[cH:46][cH:47][c:48]([P:49]([Pd:50]([P:51]([c:52]2[cH:53][cH:54][cH:55][cH:56][cH:57]2)([c:58]2[cH:59][cH:60][cH:61][cH:62][cH:63]2)[c:64]2[cH:65][cH:66][cH:67][cH:68][cH:69]2)([P:70]([c:71]2[cH:72][cH:73][cH:74][cH:75][cH:76]2)([c:77]2[cH:78][cH:79][cH:80][cH:81][cH:82]2)[c:83]2[cH:84][cH:85][cH:86][cH:87][cH:88]2)[P:89]([c:90]2[cH:91][cH:92][cH:93][cH:94][cH:95]2)([c:96]2[cH:97][cH:98][cH:99][cH:100][cH:101]2)[c:102]2[cH:103][cH:104][cH:105][cH:106][cH:107]2)([c:108]2[cH:109][cH:110][cH:111][cH:112][cH:113]2)[c:114]2[cH:115][cH:116][cH:117][cH:118][cH:119]2)[cH:120][cH:121]1>>[NH2:1][c:2]1[n:3][cH:4][c:5](-[c:12]2[cH:13][c:14]([O:22][CH3:23])[c:15]([O:20][CH3:21])[c:16]([O:18][CH3:19])[cH:17]2)[c:6]2[c:7]1[c:8](-[c:28]1[cH:27][cH:26][c:25]([Cl:24])[cH:30][cH:29]1)[cH:9][s:10]2. Reactants: NC1=C(C=C(C=C1)S(=O)CC=C)[N+](=O)[O-] (1-amino-2-nitro-4-(prop-2-en-1-ylsulfinyl)-benzene), CO (methanol), ferrous sulfate. The reagents and catalysts are [Fe] (iron). The solvent is O (water). Yields the product NC1=C(C=C(C=C1)S(=O)CC=C)N (1,2-diamino-4-(prop-2-en-1-ylsulfinyl)benzene). As a reaction SMILES: [NH2:1][C:2]1[CH:7]=[CH:6][C:5]([S:8]([CH2:10][CH:11]=[CH2:12])=[O:9])=[CH:4][C:3]=1[N+:13]([O-])=O.CO>[Fe].O>[NH2:1][C:2]1[CH:7]=[CH:6][C:5]([S:8]([CH2:10][CH:11]=[CH2:12])=[O:9])=[CH:4][C:3]=1[NH2:13]. Reported procedure: 2 G. of 1-amino-2-nitro-4-(prop-2-en-1-ylsulfinyl)-benzene is treated for four hours in a refluxing mixture of 160 ml. methanol and 40 ml. water with 4 g. iron powder (added in two portions) and 1 g. ferrous sulfate. The mixture is filtered, and the filtrate concentrated. The residue is dissolved in chloroform and washed with water, then the solvent evaporated affording 1,2-diamino-4-(prop-2-en-1-ylsulfinyl)benzene. Starting materials: C1COCCO1, CC1(C)CCSc2ccc(C(Cl)=CC=O)cc21, [Na+], [OH-], O. The product is C#Cc1ccc2c(c1)C(C)(C)CCS2. RXN SMILES: [CH2:21]1[O:22][CH2:23][CH2:24][O:25][CH2:26]1.[CH3:4][C:5]1([CH3:20])[CH2:6][CH2:7][S:8][c:9]2[cH:10][cH:11][c:12]([C:15](=[CH:16][CH:18]=[O:19])[Cl:17])[cH:13][c:14]21.[Na+:3].[OH-:2].[OH2:1]>>[CH3:4][C:5]1([CH3:20])[CH2:6][CH2:7][S:8][c:9]2[cH:10][cH:11][c:12]([C:15]#[CH:16])[cH:13][c:14]21.